Dataset: the Open Reaction Database (ORD), a public repository of structured organic reaction records. Task: describe an organic reaction: reactants, conditions, products, and yield Starting materials: Cc1ccccc1, Cl, O, CC(C=CC1=C(C)CCCC1(C)C)=CC(O)CC(C)=CC=O, c1ccncc1, c1ccncc1. Product: CC(C=CC=C(C)C=CC1=C(C)CCCC1(C)C)=CC=O. RXN SMILES: [CH3:37][c:38]1[cH:39][cH:40][cH:41][cH:42][cH:43]1.[ClH:23].[OH2:36].[OH:1][CH:2]([CH2:3][C:4](=[CH:5][CH:6]=[O:7])[CH3:8])[CH:9]=[C:10]([CH:11]=[CH:12][C:13]1=[C:14]([CH3:21])[CH2:15][CH2:16][CH2:17][C:18]1([CH3:19])[CH3:20])[CH3:22].[cH:30]1[cH:31][cH:32][n:33][cH:34][cH:35]1.[n:24]1[cH:25][cH:26][cH:27][cH:28][cH:29]1>>[CH:2](=[CH:3][C:4](=[CH:5][CH:6]=[O:7])[CH3:8])[CH:9]=[C:10]([CH:11]=[CH:12][C:13]1=[C:14]([CH3:21])[CH2:15][CH2:16][CH2:17][C:18]1([CH3:19])[CH3:20])[CH3:22]. The reactants are C1(CCCCCC1)OC1=CC=C(C=O)C=C1 (4-cycloheptyloxybenzaldehyde), Cl.NNC(=O)N (semicarbazide hydrochloride), C(C)(=O)[O-].[Na+] (sodium acetate). Run in C(C)O (ethanol), O (water). Reaction conditions: time 30 minute. The product is C1(CCCCCC1)OC1=CC=C(C=NNC(=O)N)C=C1 (4-Cycloheptyloxybenzaldehyde semicarbazone). The yield is 79.3%. Reaction SMILES: [CH:1]1([O:8][C:9]2[CH:16]=[CH:15][C:12]([CH:13]=O)=[CH:11][CH:10]=2)[CH2:7][CH2:6][CH2:5][CH2:4][CH2:3][CH2:2]1.Cl.[NH2:18][NH:19][C:20]([NH2:22])=[O:21].C([O-])(=O)C.[Na+]>C(O)C.O>[CH:1]1([O:8][C:9]2[CH:16]=[CH:15][C:12]([CH:13]=[N:18][NH:19][C:20]([NH2:22])=[O:21])=[CH:11][CH:10]=2)[CH2:7][CH2:6][CH2:5][CH2:4][CH2:3][CH2:2]1 |f:1.2,3.4|. Reported procedure: To a solution of 4-cycloheptyloxybenzaldehyde (1.7 g) in ethanol (20 mL) was added a solution of semicarbazide hydrochloride (0.96 g) and sodium acetate (0.69 g) in water (10 mL) at room temperature. The mixture was stirred for 30 min, and the resulting solid was collected by filtration, washed with water (3×30 mL) and dried in vacuo to yield the title compound as a white solid (1.7 g; 79%), mp: 215-216° C. 1H NMR (DMSO-d6): δ 10.07 (s, 1H), 7.76 (s, 1H), 7.61 (d, J=8.4, 2H), 6.89 (d, J=8.4, 2H)... The solvent is C(C)O (ethanol). Yields the product N(C(=N)N)C=1C=C2C(C(NC2=CC1)=O)=CC1=CNC2=NC=CC=C12 (5-guanidino-3-[(7-azaindol-3-yl)methylene]-2-oxindole). Reported procedure: A mixture of 5-amino-3-[(7-azaindol-3-yl)methylene]-2-oxindole (2.773 g, 10 mmol) and sodium bicarbonate (0.168 g, 2 mmol) in refluxing ethanol (100 ml) was treated with 3,5-dimethylpyrazole-1-carboxamidine nitrate (3.018 g, 15 mmol) for 20 h. The solvent was removed from the cooled solution, and the residue was chromatographed on silica gel with gradient elution (1 to 5% EtOH in CHCl3) to afford pure title compound in about 50% yield. Isolated yield 50.0%. Reaction SMILES: [NH2:1][C:2]1[CH:3]=[C:4]2[C:8](=[CH:9][CH:10]=1)[NH:7][C:6](=[O:11])[C:5]2=[CH:12][C:13]1[C:21]2[C:16](=[N:17][CH:18]=[CH:19][CH:20]=2)[NH:15][CH:14]=1.C(=O)(O)[O-].[Na+].[N+]([O-])(O)=O.CC1C=C(C)[N:34]([C:38](N)=[NH:39])N=1>C(O)C>[NH:1]([C:2]1[CH:3]=[C:4]2[C:8](=[CH:9][CH:10]=1)[NH:7][C:6](=[O:11])[C:5]2=[CH:12][C:13]1[C:21]2[C:16](=[N:17][CH:18]=[CH:19][CH:20]=2)[NH:15][CH:14]=1)[C:38]([NH2:39])=[NH:34] |f:1.2,3.4|. The reactants are NC=1C=C2C(C(NC2=CC1)=O)=CC1=CNC2=NC=CC=C12 (5-amino-3-[(7-azaindol-3-yl)methylene]-2-oxindole), C([O-])(O)=O.[Na+] (sodium bicarbonate), [N+](=O)(O)[O-].CC1=NN(C(=C1)C)C(=N)N (3,5-dimethylpyrazole-1-carboxamidine nitrate).